This data is from the Open Reaction Database (ORD), a public repository of structured organic reaction records. The task is: describe an organic reaction: reactants, conditions, products, and yield Starting materials: C=1(C(=CC=CC1)C(=O)CN1C(C(CNC2=C1C=C(C=C2)C)NC(=O)NC2=CC(=CC=C2)C(=O)OCC)=O)C (1-[1-(2-toluoylmethyl)-2-oxo-8-methyl-1,3,4,5-tetrahydro-2H-1,5-benzodiazepin-3-yl]-3-(3-ethoxycarbonylphenyl)urea), C(CC)C(C(=O)Cl)CCC (2-n-propylpentanoyl chloride), N1=CC=CC=C1 (pyridine). Run in ClCCCl (1,2-dichloroethane). Product: C=1(C(=CC=CC1)C(=O)CN1C(C(CN(C2=C1C=C(C=C2)C)C(C(CCC)CCC)=O)NC(=O)NC2=CC(=CC=C2)C(=O)OCC)=O)C (1-[1-(2-toluoylmethyl)-2-oxo-5-(2-propylpentanoyl)-8-methyl-1,3,4,5-tetrahydro-2H-1,5-benzodiazepin-3-yl]-3-(3-ethoxycarbonylphenyl)urea). Isolated yield 100.4%. As a reaction SMILES: [C:1]1([CH3:38])[C:2]([C:7]([CH2:9][N:10]2[C:16]3[CH:17]=[C:18]([CH3:21])[CH:19]=[CH:20][C:15]=3[NH:14][CH2:13][CH:12]([NH:22][C:23]([NH:25][C:26]3[CH:31]=[CH:30][CH:29]=[C:28]([C:32]([O:34][CH2:35][CH3:36])=[O:33])[CH:27]=3)=[O:24])[C:11]2=[O:37])=[O:8])=[CH:3][CH:4]=[CH:5][CH:6]=1.[CH2:39]([CH:42]([CH2:46][CH2:47][CH3:48])[C:43](Cl)=[O:44])[CH2:40][CH3:41].N1C=CC=CC=1>ClCCCl>[C:1]1([CH3:38])[C:2]([C:7]([CH2:9][N:10]2[C:16]3[CH:17]=[C:18]([CH3:21])[CH:19]=[CH:20][C:15]=3[N:14]([C:43](=[O:44])[CH:42]([CH2:46][CH2:47][CH3:48])[CH2:39][CH2:40][CH3:41])[CH2:13][CH:12]([NH:22][C:23]([NH:25][C:26]3[CH:31]=[CH:30][CH:29]=[C:28]([C:32]([O:34][CH2:35][CH3:36])=[O:33])[CH:27]=3)=[O:24])[C:11]2=[O:37])=[O:8])=[CH:3][CH:4]=[CH:5][CH:6]=1. Procedure details: 1-[1-(2-Toluoylmethyl)-2-oxo-8-methyl-1,3,4,5-tetrahydro-2H-1,5-benzodiazepin-3-yl]-3-(3-ethoxycarbonylphenyl)urea(500 mg) obtained from Step 1 of Example 93 was suspended in 1,2-dichloroethane (10 ml), 2-n-propylpentanoyl chloride (174 mg) and pyridine (87 μl) were added, the mixture was refluxed for 2 hours. The reaction mixture was allowed to cool, successively washed with 1N hydrochloric acid and saturated aqueous sodium bicarbonate, dried over anhydrous sodium sulfate, the solvent was evapo... Starting materials: C1CCOC1, O=C(CCC1CCCCC1)OCCCCC1(c2ccccc2)OCCO1, Cl. The product is O=C(CCC1CCCCC1)OCCCCC(=O)c1ccccc1. Reaction SMILES: [CH2:28]1[O:29][CH2:30][CH2:31][CH2:32]1.[CH:2]1([CH2:8][CH2:9][C:10](=[O:11])[O:12][CH2:13][CH2:14][CH2:15][CH2:16][C:17]2([c:22]3[cH:23][cH:24][cH:25][cH:26][cH:27]3)[O:18][CH2:21][CH2:20][O:19]2)[CH2:3][CH2:4][CH2:5][CH2:6][CH2:7]1.[ClH:1]>>[CH:2]1([CH2:8][CH2:9][C:10](=[O:11])[O:12][CH2:13][CH2:14][CH2:15][CH2:16][C:17](=[O:18])[c:22]2[cH:23][cH:24][cH:25][cH:26][cH:27]2)[CH2:3][CH2:4][CH2:5][CH2:6][CH2:7]1. The reactants are Cc1cc(-c2ccc(C(F)(F)F)cc2)cc(-c2ccnc(-c3cccc([N+](=O)[O-])c3)c2)n1, CCOCC, [H][H]. The product is Cc1cc(-c2ccc(C(F)(F)F)cc2)cc(-c2ccnc(-c3cccc(N)c3)c2)n1. As a reaction SMILES: [CH3:1][c:2]1[cH:3][c:4](-[c:23]2[cH:24][cH:25][c:26]([C:29]([F:30])([F:31])[F:32])[cH:27][cH:28]2)[cH:5][c:6](-[c:8]2[cH:9][c:10](-[c:14]3[cH:15][c:16]([N+:20]([O-:21])=[O:22])[cH:17][cH:18][cH:19]3)[n:11][cH:12][cH:13]2)[n:7]1.[CH3:35][CH2:36][O:37][CH2:38][CH3:39].[H:33][H:34]>>[CH3:1][c:2]1[cH:3][c:4](-[c:23]2[cH:24][cH:25][c:26]([C:29]([F:30])([F:31])[F:32])[cH:27][cH:28]2)[cH:5][c:6](-[c:8]2[cH:9][c:10](-[c:14]3[cH:15][c:16]([NH2:20])[cH:17][cH:18][cH:19]3)[n:11][cH:12][cH:13]2)[n:7]1. Starting materials: B(OC)(OC)OC (trimethyl borate), C(CCO)O (1,3-propanediol), BrC=1C=NC=CC1 (3-bromopyridine), solution, C(CCC)[Li] (n-butyllithium), CS(=O)(=O)O (methanesulfonic acid). Solvent: C(C)OCC (diethyl ether), CCCCCC (n-hexane). Reaction conditions: temperature -60 celsius. Product: N1=CC(=CC=C1)C=1C=C2CCC(C2=CC1)=O (5-Pyridin-3-yl-1-indanone). As a reaction SMILES: Br[C:2]1[CH:3]=[N:4][CH:5]=[CH:6][CH:7]=1.[CH2:8]([Li])[CH2:9][CH2:10][CH3:11].B([O:18][CH3:19])(OC)OC.[CH2:20](O)[CH2:21][CH2:22]O.[CH3:25]S(O)(=O)=O>C(OCC)C.CCCCCC>[N:4]1[CH:5]=[CH:6][CH:7]=[C:2]([C:20]2[CH:8]=[C:9]3[C:25](=[CH:22][CH:21]=2)[C:19](=[O:18])[CH2:11][CH2:10]3)[CH:3]=1. Procedure: 13.26 g of 3-bromopyridine are dissolved in 160 ml of diethyl ether and cooled to −60° C. To this solution are added dropwise over the course of 30 minutes 52 ml of a 1.6 molar solution of n-butyllithium in n-hexane. The solution is allowed to warm to −30° C. and, at this temperature, 9.5 ml of trimethyl borate are added dropwise with stirring. The reaction mixture is subsequently heated under reflux for 3 hours and then cooled to 0° C., and 6.1 ml of 1,3-propanediol are added dropwise. This mix... The reactants are CCCOc1ccc(C)cc1C1=NC(=O)C2=NN=NC2=N1, [K+], O=[Mn](=O)(=O)[O-], [Na+], [OH-], O. The product is CCCOc1ccc(C(=O)O)cc1C1=NC(=O)C2=NN=NC2=N1. RXN SMILES: [CH3:1][c:2]1[cH:3][cH:4][c:5]([O:18][CH2:19][CH2:20][CH3:21])[c:6]([C:8]2=[N:9][C:10](=[O:17])[C:11]3=[N:12][N:13]=[N:14][C:15]3=[N:16]2)[cH:7]1.[K+:29].[Mn:24](=[O:25])([O-:26])(=[O:27])=[O:28].[Na+:23].[OH-:22].[OH2:30]>>[C:1]([c:2]1[cH:3][cH:4][c:5]([O:18][CH2:19][CH2:20][CH3:21])[c:6]([C:8]2=[N:9][C:10](=[O:17])[C:11]3=[N:12][N:13]=[N:14][C:15]3=[N:16]2)[cH:7]1)(=[O:22])[OH:25]. Starting materials: Cl.FC1=CC2=C(C(=NO2)C2CCNCC2)C=C1 (6-fluoro-3-(piperidin-4-yl)benzo[d]isoxazole hydrochloride), [OH-].[Na+] (sodium hydroxide). Run in O (water). Conditions: time 20 minute. Product: FC1=CC2=C(C(=NO2)C2CCNCC2)C=C1 (6-fluoro-3-(4-piperidinyl)-1,2-benzisoxazole). Reaction SMILES: Cl.[F:2][C:3]1[CH:17]=[CH:16][C:6]2[C:7]([CH:10]3[CH2:15][CH2:14][NH:13][CH2:12][CH2:11]3)=[N:8][O:9][C:5]=2[CH:4]=1.[OH-].[Na+]>O>[F:2][C:3]1[CH:17]=[CH:16][C:6]2[C:7]([CH:10]3[CH2:11][CH2:12][NH:13][CH2:14][CH2:15]3)=[N:8][O:9][C:5]=2[CH:4]=1 |f:0.1,2.3|. Procedure: To the suspension of 6-fluoro-3-(piperidin-4-yl)benzo[d]isoxazole hydrochloride (25 grams) (formula-6) dissolved in water (100 ml), added aqueous sodium hydroxide (4.8 grams in 20 ml water). Stirred for 20 min and filtered the precipitated solid. Washed the solid with cold water and dried to obtain the title compound.